From a dataset of the Open Reaction Database (ORD), a public repository of structured organic reaction records. describe an organic reaction: reactants, conditions, products, and yield Reactants: ON1C(C=2C(C1=O)=CC=CC2)=O (N-hydroxyphthalimide), COC1=C(CCl)C=CC=C1 (2-methoxybenzyl chloride). The product is Cl.COC1=C(CON)C=CC=C1 (O-(2-Methoxy-benzyl)-hydroxylamine hydrochloride). RXN SMILES: [OH:1][N:2]1C(=O)C2=CC=CC=C2C1=O.[CH3:13][O:14][C:15]1[CH:22]=[CH:21][CH:20]=[CH:19][C:16]=1[CH2:17][Cl:18]>>[ClH:18].[CH3:13][O:14][C:15]1[CH:22]=[CH:21][CH:20]=[CH:19][C:16]=1[CH2:17][O:1][NH2:2] |f:2.3|. Reported procedure: Prepared by a similar procedure as described for preparation 18, starting from N-hydroxyphthalimide and 2-methoxybenzyl chloride (Aldrich). 13C-NMR (DMSO-d6) δ 157.5, 130.8, 130.7, 121.5, 120.3, 111.1, 70.8, 55.4. Starting materials: FC1=CC=C(C=C1)C1=C(C=NN1C)C=O (5-(4-fluorophenyl)-1-methyl-1H-pyrazole-4-carbaldehyde), [H-].[Al+3].[Li+].[H-].[H-].[H-] (lithium aluminum hydride), O.O.O.O.O.O.O.O.O.O.S(=O)(=O)([O-])[O-].[Na+].[Na+] (Sodium sulfate decahydrate), OC1=CC=C(C(=O)OC)C=C1 (methyl 4-hydroxybenzoate), C(CCC)P(CCCC)CCCC (tributylphosphine), N(=NC(=O)N1CCCCC1)C(=O)N1CCCCC1 (1,1′-(azodicarbonyl)dipiperidine). Solvent: O1CCCC1 (tetrahydrofuran), O1CCCC1 (tetrahydrofuran). Run at temperature 0 celsius, time 1 hour. Yields the product FC1=CC=C(C=C1)C1=C(C=NN1C)COC1=CC=C(C(=O)OC)C=C1 (methyl 4-{[5-(4-fluorophenyl)-1-methyl-1H-pyrazol-4-yl]methoxy}benzoate). Yield: 54.4%. Reaction SMILES: [F:1][C:2]1[CH:7]=[CH:6][C:5]([C:8]2[N:12]([CH3:13])[N:11]=[CH:10][C:9]=2[CH:14]=[O:15])=[CH:4][CH:3]=1.[H-].[Al+3].[Li+].[H-].[H-].[H-].O.O.O.O.O.O.O.O.O.O.S([O-])([O-])(=O)=O.[Na+].[Na+].O[C:40]1[CH:49]=[CH:48][C:43]([C:44]([O:46][CH3:47])=[O:45])=[CH:42][CH:41]=1.C(P(CCCC)CCCC)CCC.N(C(N1CCCCC1)=O)=NC(N1CCCCC1)=O>O1CCCC1>[F:1][C:2]1[CH:3]=[CH:4][C:5]([C:8]2[N:12]([CH3:13])[N:11]=[CH:10][C:9]=2[CH2:14][O:15][C:40]2[CH:49]=[CH:48][C:43]([C:44]([O:46][CH3:47])=[O:45])=[CH:42][CH:41]=2)=[CH:6][CH:7]=1 |f:1.2.3.4.5.6,7.8.9.10.11.12.13.14.15.16.17.18.19|. Reported procedure: To a solution of 5-(4-fluorophenyl)-1-methyl-1H-pyrazole-4-carbaldehyde (1.02 g, 5.0 mmol) in tetrahydrofuran (10 mL) was added lithium aluminum hydride (200 mg, 5.27 mmol) at 0° C., and the mixture was stirred at 0° C. for 1 hr. Sodium sulfate decahydrate (1.0 g) was added to the reaction mixture, and the mixture was allowed to warm to room temperature and stirred for 30 min. The insoluble material was filtered off, and the filtrate was concentrated to give a colorless oil. To this oil were add... Procedure details: To a solution of methyl 5-(4-(2-fluorobenzyl)thiomorpholine-2-carboxamido)-1H-indazole-3-carboxylate (250 mg, 0.58 mmol) in THF (4 mL), was added LiOH (1.2 mL, 1M, 1.2 mmol). The resulted solution was stirred at RT for overnight. 1 N HCl was added to the reaction mixture until pH reached around 4. The solvent was removed and the residual was used directly for the next step. LC-MS: 415.1 [M+H] Yields the product FC1=C(CN2CC(SCC2)C(=O)NC=2C=C3C(=NNC3=CC2)C(=O)O)C=CC=C1 (5-(4-(2-fluorobenzyl)thiomorpholine-2-carboxamido)-1H-indazole-3-carboxylic acid). RXN SMILES: [F:1][C:2]1[CH:30]=[CH:29][CH:28]=[CH:27][C:3]=1[CH2:4][N:5]1[CH2:10][CH2:9][S:8][CH:7]([C:11]([NH:13][C:14]2[CH:15]=[C:16]3[C:20](=[CH:21][CH:22]=2)[NH:19][N:18]=[C:17]3[C:23]([O:25]C)=[O:24])=[O:12])[CH2:6]1.[Li+].[OH-].Cl>C1COCC1>[F:1][C:2]1[CH:30]=[CH:29][CH:28]=[CH:27][C:3]=1[CH2:4][N:5]1[CH2:10][CH2:9][S:8][CH:7]([C:11]([NH:13][C:14]2[CH:15]=[C:16]3[C:20](=[CH:21][CH:22]=2)[NH:19][N:18]=[C:17]3[C:23]([OH:25])=[O:24])=[O:12])[CH2:6]1 |f:1.2|. The solvent is C1CCOC1 (THF). Reaction conditions: time 8 hour. Reactants: FC1=C(CN2CC(SCC2)C(=O)NC=2C=C3C(=NNC3=CC2)C(=O)OC)C=CC=C1 (methyl 5-(4-(2-fluorobenzyl)thiomorpholine-2-carboxamido)-1H-indazole-3-carboxylate), [Li+].[OH-] (LiOH), Cl (HCl). The reactants are CC(C)(C)O, CN(C)c1ccccc1, O=C(Cl)OC(Cl)(Cl)Cl, C1COCCO1, O, N#CC(=NO)c1ccccc1, c1ccccc1, c1ccncc1. Yields the product CC(C)(C)OC(=O)ON=C(C#N)c1ccccc1. As a reaction SMILES: [C:29]([CH3:30])([CH3:31])([CH3:32])[OH:33].[CH3:12][N:13]([CH3:14])[c:15]1[cH:16][cH:17][cH:18][cH:19][cH:20]1.[Cl:21][C:22](=[O:23])[O:24][C:25]([Cl:26])([Cl:27])[Cl:28].[O:40]1[CH2:41][CH2:42][O:43][CH2:44][CH2:45]1.[OH2:46].[OH:1][N:2]=[C:3]([C:4]#[N:5])[c:6]1[cH:7][cH:8][cH:9][cH:10][cH:11]1.[cH:34]1[cH:35][cH:36][cH:37][cH:38][cH:39]1.[cH:47]1[cH:48][cH:49][n:50][cH:51][cH:52]1>>[O:1]([N:2]=[C:3]([C:4]#[N:5])[c:6]1[cH:7][cH:8][cH:9][cH:10][cH:11]1)[C:22](=[O:23])[O:33][C:29]([CH3:30])([CH3:31])[CH3:32]. Starting materials: solution, Cl (hydrochloric acid), CN(C=CC(=O)C1=CC=CC=C1)C (3-dimethylaminoacrylophenone), C(#N)[BH3-].[Na+] (sodium cyanoborohydride), C(C)O (ethanol), P(=O)(Cl)(Cl)Cl (phosphorus oxychloride), ClC1=CC=C(C=C1)S (p-chlorothiophenol). The solvent is C(C)OCC (ethyl ether). The product is C1(CCCCC1)C(C(=CCN(C)C)C1=CC=CC=C1)O (1-cyclohexyl-4-dimethylamino-2-phenyl-2-buten-1-ol). RXN SMILES: [CH3:1][N:2]([CH3:13])[CH:3]=[CH:4][C:5]([C:7]1[CH:12]=[CH:11][CH:10]=[CH:9][CH:8]=1)=O.P(Cl)(Cl)(Cl)=O.Cl[C:20]1[CH:25]=[CH:24][C:23](S)=[CH:22][CH:21]=1.C([BH3-])#N.[Na+].Cl.[CH2:32]([OH:34])C>C(OCC)C>[CH:20]1([CH:32]([OH:34])[C:5]([C:7]2[CH:12]=[CH:11][CH:10]=[CH:9][CH:8]=2)=[CH:4][CH2:3][N:2]([CH3:13])[CH3:1])[CH2:25][CH2:24][CH2:23][CH2:22][CH2:21]1 |f:3.4|. Procedure: By using a method similar to that described in Example 35, but starting from 3-dimethylaminoacrylophenone (5 g), phosphorus oxychloride (2.5 cc), p-chlorothiophenol (4.13 g) and sodium cyanoborohydride (1 g), and after evaporating the reaction mixture under reduced pressure (2.7 kPa) at 40° C., a residue is obtained, which is dissolved in ethanol (50 cc). A 3N solution (12 cc) of hydrochloric acid gas in ethyl ether is added to this solution. The precipitate formed is separated off by filtration... Reactants: C(C)(=O)OCC (ethyl acetate), C(=O)(O)CC1CCCN(C2=C1C=CC=C2)C(C2=C(C=C(C=C2)NCCC)Cl)=O (5-carboxymethyl-1-(4-n-propylamino-2-chlorobenzoyl)-2,3,4,5-tetrahydro-1H-benzazepine), C(C)(C)N (isopropylamine), P(=O)(OCC)(OCC)C#N (diethyl cyanophosphate). Solvent: CN(C=O)C (dimethylformamide). Conditions: time 8 hour. The product is C(C)(C)NC(=O)CC1CCCN(C2=C1C=CC=C2)C(C2=C(C=C(C=C2)NCCC)Cl)=O (5-isopropylaminocarbonylmethyl-1-(4-n-propylamino-2-chlorobenzoyl)-2,3,4,5-tetrahydro-1H-benzazepine). Reaction SMILES: [C:1]([CH2:4][CH:5]1[C:11]2[CH:12]=[CH:13][CH:14]=[CH:15][C:10]=2[N:9]([C:16](=[O:28])[C:17]2[CH:22]=[CH:21][C:20]([NH:23][CH2:24][CH2:25][CH3:26])=[CH:19][C:18]=2[Cl:27])[CH2:8][CH2:7][CH2:6]1)(O)=[O:2].[CH:29]([NH2:32])([CH3:31])[CH3:30].P(C#N)(OCC)(OCC)=O.C(OCC)(=O)C>CN(C)C=O>[CH:29]([NH:32][C:1]([CH2:4][CH:5]1[C:11]2[CH:12]=[CH:13][CH:14]=[CH:15][C:10]=2[N:9]([C:16](=[O:28])[C:17]2[CH:22]=[CH:21][C:20]([NH:23][CH2:24][CH2:25][CH3:26])=[CH:19][C:18]=2[Cl:27])[CH2:8][CH2:7][CH2:6]1)=[O:2])([CH3:31])[CH3:30]. Procedure: To a solution of the above product, 5-carboxymethyl-1-(4-n-propylamino-2-chlorobenzoyl)-2,3,4,5-tetrahydro-1H-benzazepine (800 mg) and isopropylamine (1.0 ml) in dimethylformamide (20 ml) is added dropwise diethyl cyanophosphate (391 mg) at room temperature. The mixture is stirred overnight, and thereto is added ethyl acetate. The mixture is washed with water, dried, concentrated, and purified by silica gel column chromatography (solvent; dichloromethane:methanol=50:1), and further crystallized ...